From a dataset of the Open Reaction Database (ORD), a public repository of structured organic reaction records. describe an organic reaction: reactants, conditions, products, and yield The reactants are C(C)(C)(C)OC(CN1C(NC2=C(C1=O)C(=NC=C2)Cl)=O)=O ((5-Chloro-2,4-dioxo-1,4-dihydro-2H-pyrido[4,3-d]pyrimidin-3-yl)-acetic acid tert-butyl ester), BrCC(=O)NC1=C(C=C(C(=C1)Cl)OC)OC (2-Bromo-N-(5-chloro-2,4-dimethoxy-phenyl)-acetamide), C(=O)([O-])[O-].[Cs+].[Cs+] (Cs2CO3), CN(C)C=O (DMF). The solvent is O (water). Reaction conditions: time 8 hour. The product is C(C)(C)(C)OC(CN1C(N(C2=C(C1=O)C(=NC=C2)Cl)CC(NC2=C(C=C(C(=C2)Cl)OC)OC)=O)=O)=O ({5-Chloro-1-[(5-chloro-2,4-dimethoxy-phenylcarbamoyl)-methyl]-2,4-dioxo-1,4-dihydro-2H-pyrido[4,3-d]pyrimidin-3-yl}-acetic acid tert-butyl ester). Reaction SMILES: [C:1]([O:5][C:6](=[O:21])[CH2:7][N:8]1[C:13](=[O:14])[C:12]2[C:15]([Cl:19])=[N:16][CH:17]=[CH:18][C:11]=2[NH:10][C:9]1=[O:20])([CH3:4])([CH3:3])[CH3:2].Br[CH2:23][C:24]([NH:26][C:27]1[CH:32]=[C:31]([Cl:33])[C:30]([O:34][CH3:35])=[CH:29][C:28]=1[O:36][CH3:37])=[O:25].C([O-])([O-])=O.[Cs+].[Cs+].CN(C=O)C>O>[C:1]([O:5][C:6](=[O:21])[CH2:7][N:8]1[C:13](=[O:14])[C:12]2[C:15]([Cl:19])=[N:16][CH:17]=[CH:18][C:11]=2[N:10]([CH2:23][C:24](=[O:25])[NH:26][C:27]2[CH:32]=[C:31]([Cl:33])[C:30]([O:34][CH3:35])=[CH:29][C:28]=2[O:36][CH3:37])[C:9]1=[O:20])([CH3:4])([CH3:2])[CH3:3] |f:2.3.4|. Procedure: A vial is charged with (5-Chloro-2,4-dioxo-1,4-dihydro-2H-pyrido[4,3-d]pyrimidin-3-yl)-acetic acid tert-butyl ester (53.1 mg, 0.17 mmol), 2-Bromo-N-(5-chloro-2,4-dimethoxy-phenyl)-acetamide (58.1 mg, 0.187 mmol), and Cs2CO3 (124.3 mg, 0.34 mmol). The mixture is treated with DMF (3 ml) and the solution stirred at RT overnight. The reaction mixture is treated with water and the product extracted with EtOAc (3×10 ml). The organic extracts are combined and washed with water (2×10 ml), dried (MgSO4),... The reactants are COc1cc(-c2cnn(C)c2)cn2ncc(C(=O)O)c12, Cc1nccc(N)c1C, CN(C)c1ccncc1, CS(C)=O, CN(C)C=O, O, O, On1nnc2ccccc21. Product: COc1cc(-c2cnn(C)c2)cn2ncc(C(=O)Nc3ccnc(C)c3C)c12. As a reaction SMILES: [CH3:1][O:2][c:3]1[c:4]2[n:5]([cH:6][c:7](-[c:9]3[cH:10][n:11][n:12]([CH3:14])[cH:13]3)[cH:8]1)[n:15][cH:16][c:17]2[C:18](=[O:19])[OH:20].[CH3:21][c:22]1[n:23][cH:24][cH:25][c:26]([NH2:29])[c:27]1[CH3:28].[CH3:46][N:47]([CH3:48])[c:49]1[cH:50][cH:51][n:52][cH:53][cH:54]1.[CH3:55][S:56]([CH3:57])=[O:58].[O:41]=[CH:42][N:43]([CH3:44])[CH3:45].[OH2:30].[OH2:59].[n:31]1([OH:32])[c:33]2[cH:34][cH:35][cH:36][cH:37][c:38]2[n:39][n:40]1>>[CH3:1][O:2][c:3]1[c:4]2[n:5]([cH:6][c:7](-[c:9]3[cH:10][n:11][n:12]([CH3:14])[cH:13]3)[cH:8]1)[n:15][cH:16][c:17]2[C:18](=[O:20])[NH:29][c:26]1[cH:25][cH:24][n:23][c:22]([CH3:21])[c:27]1[CH3:28]. Starting materials: CC(C)CCNC(=O)c1ccc(Cl)nn1, Fc1ccc(CC2CCNCC2)cc1. Product: CC(C)CCNC(=O)c1ccc(N2CCC(Cc3ccc(F)cc3)CC2)nn1. RXN SMILES: [Cl:1][c:2]1[cH:3][cH:4][c:5]([C:8](=[O:9])[NH:10][CH2:11][CH2:12][CH:13]([CH3:14])[CH3:15])[n:6][n:7]1.[F:16][c:17]1[cH:18][cH:19][c:20]([CH2:21][CH:22]2[CH2:23][CH2:24][NH:25][CH2:26][CH2:27]2)[cH:28][cH:29]1>>[c:2]1([N:25]2[CH2:24][CH2:23][CH:22]([CH2:21][c:20]3[cH:19][cH:18][c:17]([F:16])[cH:29][cH:28]3)[CH2:27][CH2:26]2)[cH:3][cH:4][c:5]([C:8](=[O:9])[NH:10][CH2:11][CH2:12][CH:13]([CH3:14])[CH3:15])[n:6][n:7]1. Reactants: Brc1cnc(Nc2ccc(OCCN3CCOCC3)cc2)c2nccn12, O=C([O-])[O-], CC1(C)OB(c2cn[nH]c2)OC1(C)C, [Na+], [Na+], C1COCCO1, c1ccc(P(c2ccccc2)(c2ccccc2)[Pd](P(c2ccccc2)(c2ccccc2)c2ccccc2)(P(c2ccccc2)(c2ccccc2)c2ccccc2)P(c2ccccc2)(c2ccccc2)c2ccccc2)cc1. Product: c1cn2c(-c3cn[nH]c3)cnc(Nc3ccc(OCCN4CCOCC4)cc3)c2n1. RXN SMILES: [Br:1][c:2]1[cH:3][n:4][c:5]([NH:11][c:12]2[cH:13][cH:14][c:15]([O:18][CH2:19][CH2:20][N:21]3[CH2:22][CH2:23][O:24][CH2:25][CH2:26]3)[cH:16][cH:17]2)[c:6]2[n:7]1[cH:8][cH:9][n:10]2.[C:41](=[O:42])([O-:43])[O-:44].[CH3:27][C:28]1([CH3:29])[C:30]([CH3:31])([CH3:32])[O:33][B:34]([c:35]2[cH:36][n:37][nH:38][cH:39]2)[O:40]1.[Na+:45].[Na+:46].[O:47]1[CH2:48][CH2:49][O:50][CH2:51][CH2:52]1.[cH:53]1[cH:54][cH:55][c:56]([P:57]([Pd:58]([P:59]([c:60]2[cH:61][cH:62][cH:63][cH:64][cH:65]2)([c:66]2[cH:67][cH:68][cH:69][cH:70][cH:71]2)[c:72]2[cH:73][cH:74][cH:75][cH:76][cH:77]2)([P:78]([c:79]2[cH:80][cH:81][cH:82][cH:83][cH:84]2)([c:85]2[cH:86][cH:87][cH:88][cH:89][cH:90]2)[c:91]2[cH:92][cH:93][cH:94][cH:95][cH:96]2)[P:97]([c:98]2[cH:99][cH:100][cH:101][cH:102][cH:103]2)([c:104]2[cH:105][cH:106][cH:107][cH:108][cH:109]2)[c:110]2[cH:111][cH:112][cH:113][cH:114][cH:115]2)([c:116]2[cH:117][cH:118][cH:119][cH:120][cH:121]2)[c:122]2[cH:123][cH:124][cH:125][cH:126][cH:127]2)[cH:128][cH:129]1>>[c:2]1(-[c:35]2[cH:36][n:37][nH:38][cH:39]2)[cH:3][n:4][c:5]([NH:11][c:12]2[cH:13][cH:14][c:15]([O:18][CH2:19][CH2:20][N:21]3[CH2:22][CH2:23][O:24][CH2:25][CH2:26]3)[cH:16][cH:17]2)[c:6]2[n:7]1[cH:8][cH:9][n:10]2.